The task is: describe an organic reaction: reactants, conditions, products, and yield. This data is from the Open Reaction Database (ORD), a public repository of structured organic reaction records. Reactants: O=C([O-])[O-], CN1CC(=O)c2[nH]ccc2S1(=O)=O, CCC(C)=O, Fc1ccc(N2CCN(CCCCl)CC2)cc1, [K+], [K+]. The product is CN1CC(=O)c2c(ccn2CCCN2CCN(c3ccc(F)cc3)CC2)S1(=O)=O. RXN SMILES: [C:31](=[O:32])([O-:33])[O-:34].[CH3:1][N:2]1[S:3](=[O:12])(=[O:13])[c:4]2[c:5]([nH:9][cH:10][cH:11]2)[C:6](=[O:8])[CH2:7]1.[CH3:37][C:38](=[O:39])[CH2:40][CH3:41].[Cl:14][CH2:15][CH2:16][CH2:17][N:18]1[CH2:19][CH2:20][N:21]([c:24]2[cH:25][cH:26][c:27]([F:30])[cH:28][cH:29]2)[CH2:22][CH2:23]1.[K+:35].[K+:36]>>[CH3:1][N:2]1[S:3](=[O:12])(=[O:13])[c:4]2[c:5]([n:9]([CH2:15][CH2:16][CH2:17][N:18]3[CH2:19][CH2:20][N:21]([c:24]4[cH:25][cH:26][c:27]([F:30])[cH:28][cH:29]4)[CH2:22][CH2:23]3)[cH:10][cH:11]2)[C:6](=[O:8])[CH2:7]1. Starting materials: CC=1N=CNC1CSCCN (4-methyl-5-[(2-aminoethyl)thiomethyl]-imidazole), C(#N)NC(SC)=NC (N-cyano-N',S-dimethylisothiourea), C(C)#N (acetonitrile). The product is C(#N)NC(=NCCSCC1=CN=C(N1)C)NC (N-cyano-N'-methyl-N"-[2-((methyl-5-imidazolyl)methylthio)ethyl]guanidine). As a reaction SMILES: C[C:2]1[N:3]=[CH:4][NH:5][C:6]=1[CH2:7][S:8][CH2:9][CH2:10][NH2:11].[C:12]([NH:14][C:15](=[N:18][CH3:19])SC)#[N:13].[C:20](#N)C>>[C:12]([NH:14][C:15]([NH:18][CH3:19])=[N:11][CH2:10][CH2:9][S:8][CH2:7][C:6]1[NH:5][C:4]([CH3:20])=[N:3][CH:2]=1)#[N:13]. Procedure: A solution of 4-methyl-5-[(2-aminoethyl)thiomethyl]-imidazole (17.0 g.) and N-cyano-N',S-dimethylisothiourea (11.2 g.) in acetonitrile (500 ml) was heated under reflux for 24 hours. Following concentration, the residue was chromatographed on a column of silica gel with acetonitrile as eluant and the product obtained was finally recrystallised from acetonitrile-ether to yield N-cyano-N'-methyl-N"-[2-((methyl-5-imidazolyl)methylthio)ethyl]guanidine m.p. 141°-2°. The reactants are II, CCOCC (ether), II, C(#N)C1=CC=C(C=O)C=C1 (4-cyanobenzaldehyde), CNC(=O)NC (1,3-dimethylurea), C1(=CC=CC=C1)P(OC1=CC=CC=C1)OC1=CC=CC=C1 (diphenyl phenylphosphonite). Solvent: C1(=CC=CC=C1)C (toluene). The product is C(#N)C1=CC=C(C=C1)C1P(N(C(N1C)=O)C)(C1=CC=CC=C1)=O (3-(4-Cyanophenyl)-1,4-dimethyl-2-phenyl-1,4,2-diazaphospholidin-5-one-2-oxide). RXN SMILES: [C:1]([C:3]1[CH:10]=[CH:9][C:6]([CH:7]=O)=[CH:5][CH:4]=1)#[N:2].[CH3:11][NH:12][C:13]([NH:15][CH3:16])=[O:14].[C:17]1([P:23](OC2C=CC=CC=2)[O:24]C2C=CC=CC=2)[CH:22]=[CH:21][CH:20]=[CH:19][CH:18]=1.CCOCC>C1(C)C=CC=CC=1>[C:1]([C:3]1[CH:10]=[CH:9][C:6]([CH:7]2[N:15]([CH3:16])[C:13](=[O:14])[N:12]([CH3:11])[P:23]2(=[O:24])[C:17]2[CH:22]=[CH:21][CH:20]=[CH:19][CH:18]=2)=[CH:5][CH:4]=1)#[N:2]. Procedure: A mixture of 0.12 mole each of 4-cyanobenzaldehyde, 1,3-dimethylurea, and diphenyl phenylphosphonite in 150ml of toluene is warmed at reflux (112°) for 3.5 hr and then stripped to 120°/10mm, leaving a viscous, light yellow oil having 31P nmr peaks at -31.2 and -25.7 ppm (~2:1 areas). Dilution of the oil with ether results in separation of a solid from which two isomers are isolated by fractional crystallization. Isomer I: mp 176°-179°; 31P nmr (CDCl3) -30.6 ppm; 1H nmr δ7.3 (m, 9, aryl), 5.1 (d,... Starting materials: C(=C)[Mg]Br (Vinylmagnesium bromide), FC=1C=C(C=C(C1)F)C[C@@H]([C@H]1OC1)NC(OC(C)(C)C)=O (Tert-butyl (1S)-2-(3,5-difluorophenyl)-1-[(2R)-oxiran-2-yl]ethylcarbamate). The solvent is O1CCCC1 (tetrahydrofuran), O1CCCC1 (tetrahydrofuran). Product: FC=1C=C(C[C@@H]([C@H](CC=C)O)NC(OC(C)(C)C)=O)C=C(C1)F (Tert-butyl (1S,2S)-1-(3,5-difluorobenzyl)-2-hydroxypent-4-enylcarbamate). RXN SMILES: [CH:1]([Mg]Br)=[CH2:2].[F:5][C:6]1[CH:7]=[C:8]([CH2:13][C@H:14]([NH:18][C:19](=[O:25])[O:20][C:21]([CH3:24])([CH3:23])[CH3:22])[C@@H:15]2[CH2:17][O:16]2)[CH:9]=[C:10]([F:12])[CH:11]=1>O1CCCC1>[F:5][C:6]1[CH:7]=[C:8]([CH:9]=[C:10]([F:12])[CH:11]=1)[CH2:13][C@H:14]([NH:18][C:19](=[O:25])[O:20][C:21]([CH3:24])([CH3:23])[CH3:22])[C@@H:15]([OH:16])[CH2:17][CH:1]=[CH2:2]. Procedure: Vinylmagnesium bromide was added to copper (I) bromide-dimethyl sulfide complex in tetrahydrofuran at low temperature. Tert-butyl (1S)-2-(3,5-difluorophenyl)-1-[(2R)-oxiran-2-yl]ethylcarbamate (31) in tetrahydrofuran was added. At room temperature, the reaction was quenched with saturated ammonium chloride, extracted, and dried over sodium sulfate. A white solid (32) was obtained upon concentration. Starting materials: CC1(CCN(CC1)C(=O)OC(C)(C)C)N1C[C@@H](N(CC1)C1CCC2=CC=C(C=C12)C(F)(F)F)C (tert-Butyl 4-methyl-4-{(3S)-3-methyl-4-[6-(trifluoromethyl)-2,3-dihydro-1H-inden-1-yl]piperazin-1-yl}piperidine-1-carboxylate), Cl (HCl). The solvent is O1CCOCC1 (dioxane). Conditions: time 2 hour. The product is C[C@@H]1N(CCN(C1)C1(CCNCC1)C)C1CCC2=CC=C(C=C12)C(F)(F)F ((2S)-2-Methyl-4-(4-methylpiperidin-4-yl)-1-[6-(trifluoromethyl)-2,3-dihydro-1H-inden-1-yl]piperazine). The yield is 152.9%. As a reaction SMILES: [CH3:1][C:2]1([N:15]2[CH2:20][CH2:19][N:18]([CH:21]3[C:29]4[C:24](=[CH:25][CH:26]=[C:27]([C:30]([F:33])([F:32])[F:31])[CH:28]=4)[CH2:23][CH2:22]3)[C@@H:17]([CH3:34])[CH2:16]2)[CH2:7][CH2:6][N:5](C(OC(C)(C)C)=O)[CH2:4][CH2:3]1.Cl>O1CCOCC1>[CH3:34][C@H:17]1[CH2:16][N:15]([C:2]2([CH3:1])[CH2:3][CH2:4][NH:5][CH2:6][CH2:7]2)[CH2:20][CH2:19][N:18]1[CH:21]1[C:29]2[C:24](=[CH:25][CH:26]=[C:27]([C:30]([F:33])([F:31])[F:32])[CH:28]=2)[CH2:23][CH2:22]1. Procedure details: tert-Butyl 4-methyl-4-{(3S)-3-methyl-4-[6-(trifluoromethyl)-2,3-dihydro-1H-inden-1-yl]piperazin-1-yl}piperidine-1-carboxylate (0.32 g, 0.6 mmol) was dissolved in a 4 M; solution of HCl in dioxane (8.0 mL). After being stirred at room temperature for 2 hrs, the solution was concentrated to give the title compound (0.35 g) as a trihydrochloride salt. MS calculated for C21H30F3N3: (M+H)+ 382; found 382.2. The reactants are ClCC(=O)N1CCC(CC1)N1N=C(C(C1=O)(C)C)C1=CC(=C(C=C1)OC)OC (2-[1-(chloroacetyl)piperidin-4-yl]-5-(3,4-dimethoxyphenyl)-4,4-dimethyl-2,4-dihydro-3H-pyrazol-3-one), Cl.COC=1C=C(C=CC1OC)C1=NN(C(C12CCCC2)=O)C2CCNCC2 (4-(3,4-dimethoxyphenyl)-2-piperidin-4-yl-2,3-diazaspiro[4.4]non-3-en-1-one hydrochloride), ClCC(=O)OC(CCl)=O (chloroacetic anhydride). The product is ClCC(=O)N1CCC(CC1)N1C(C2(C(=N1)C1=CC(=C(C=C1)OC)OC)CCCC2)=O (2-[1-(chloroacetyl)piperidin-4-yl]-4-(3,4-dimethoxyphenyl)-2,3-diazaspiro[4.4]non-3-en-1-one). RXN SMILES: [Cl:1][CH2:2][C:3]([N:5]1[CH2:10][CH2:9][CH:8]([N:11]2[C:15](=[O:16])[C:14]([CH3:18])([CH3:17])[C:13]([C:19]3[CH:24]=[CH:23][C:22]([O:25][CH3:26])=[C:21]([O:27][CH3:28])[CH:20]=3)=[N:12]2)[CH2:7][CH2:6]1)=[O:4].Cl.CO[C:32]1C=C(C2C3(CCCC3)C(=O)N(C3CCNCC3)N=2)C=C[C:37]=1OC.ClCC(OC(=O)CCl)=O>>[Cl:1][CH2:2][C:3]([N:5]1[CH2:6][CH2:7][CH:8]([N:11]2[N:12]=[C:13]([C:19]3[CH:24]=[CH:23][C:22]([O:25][CH3:26])=[C:21]([O:27][CH3:28])[CH:20]=3)[C:14]3([CH2:18][CH2:37][CH2:32][CH2:17]3)[C:15]2=[O:16])[CH2:9][CH2:10]1)=[O:4] |f:1.2|. Procedure details: Prepared analogously as described for A1 using 4-(3,4-dimethoxyphenyl)-2-piperidin-4-yl-2,3-diazaspiro[4.4]non-3-en-1-one hydrochloride (compound B10) and chloroacetic anhydride as starting compounds. Reactants: Cc1nc[nH]c1CSCCN, CCO, CCOC(=N)c1ccc(S)cc1. Yields the product Cc1[nH]cnc1CSCCNC(=N)c1ccc(S)cc1. RXN SMILES: [CH3:13][c:14]1[n:15][cH:16][nH:17][c:18]1[CH2:19][S:20][CH2:21][CH2:22][NH2:23].[CH3:24][CH2:25][OH:26].[SH:1][c:2]1[cH:3][cH:4][c:5]([C:6]([O:7][CH2:8][CH3:9])=[NH:10])[cH:11][cH:12]1>>[SH:1][c:2]1[cH:3][cH:4][c:5]([C:6](=[NH:10])[NH:23][CH2:22][CH2:21][S:20][CH2:19][c:18]2[c:14]([CH3:13])[nH:15][cH:16][n:17]2)[cH:11][cH:12]1. Reactants: C1(C=2C(C(N1)=O)=CC=CC2)=O (phthalimide), [OH-].[K+] (KOH), CN(C=O)C (DMF), ClC1=CC=C(C=N1)CCl (6-chloro-3-pyridylmethyl chloride). Run in CCO (EtOH). Conditions: temperature 60 celsius, time 1 hour. The product is ClC1=CC=C(C=N1)CN1C(C=2C(C1=O)=CC=CC2)=O (N-(6-Chloro-3-pyridylmethyl)phthalimide). The yield is 98.3%. Reaction SMILES: [C:1]1(=[O:11])[NH:5][C:4](=[O:6])[C:3]2=[CH:7][CH:8]=[CH:9][CH:10]=[C:2]12.[OH-].[K+].CN(C)C=O.[Cl:19][C:20]1[N:25]=[CH:24][C:23]([CH2:26]Cl)=[CH:22][CH:21]=1>CCO>[Cl:19][C:20]1[N:25]=[CH:24][C:23]([CH2:26][N:5]2[C:1](=[O:11])[C:2]3=[CH:10][CH:9]=[CH:8][CH:7]=[C:3]3[C:4]2=[O:6])=[CH:22][CH:21]=1 |f:1.2|. Procedure details: In 20 ml of EtOH, 9.4 g (6.4×10-2 mole) of phthalimide and 4.2 g of KOH were stirred for 30 minutes, followed by addition of 100 ml of DMF (dimethylformamide) and 5.2 g (2.5×10-2 mole) of 6-chloro-3-pyridylmethyl chloride. The mixture was stirred at 60° C. for 1 hour. The EtOH and DMF were distilled off under reduced pressure and the residue was chromatographed on a silica gel column and eluted with CH2Cl2. The above procedure gave 6.7 g of the title compound as colorless needles.